Task: describe an organic reaction: reactants, conditions, products, and yield. Dataset: the Open Reaction Database (ORD), a public repository of structured organic reaction records Starting materials: [C@@H]1(C[C@H](O)[C@@H](CO)O1)N1C(=O)NC(=O)C(C)=C1 (thymidine), NC1=NC(=C2N=CNC2=N1)NC (2-Amino-6-methylamino-9H-purine), Purine nucleoside, F[C@H]1C[C@@H](O[C@@H]1CO)N1C(=O)NC(=O)C=C1 (2',3'-dideoxy-3'-fluorouridine), [N-]=[N+]=[N-].[K+] (potassium azide). The solvent is CO (MeOH), P(=O)([O-])([O-])[O-].[K+].[K+].[K+] (potassium phosphate). Reaction conditions: temperature 45 celsius, time 2 day. Product: NC1=NC(=C2N=CN(C2=N1)[C@H]1C[C@@H]([C@H](O1)CO)F)NC (2-amino-9-(2,3-dideoxy-3-fluoro-β-D-erythro-pentofuranosyl)-6-methylamino-9H-purine). Yield: 56.4%. RXN SMILES: [NH2:1][C:2]1[N:10]=[C:9]2[C:5]([N:6]=[CH:7][NH:8]2)=[C:4]([NH:11][CH3:12])[N:3]=1.[F:13][C@@H:14]1[C@@H:18]([CH2:19][OH:20])[O:17][C@@H:16](N2C=CC(=O)NC2=O)[CH2:15]1.[N-]=[N+]=[N-].[K+].[C@@H]1(N2C=C(C)C(=O)NC2=O)O[C@H](CO)[C@@H](O)C1>P([O-])([O-])([O-])=O.[K+].[K+].[K+].CO>[NH2:1][C:2]1[N:10]=[C:9]2[C:5]([N:6]=[CH:7][N:8]2[C@@H:16]2[O:17][C@H:18]([CH2:19][OH:20])[C@@H:14]([F:13])[CH2:15]2)=[C:4]([NH:11][CH3:12])[N:3]=1 |f:2.3,5.6.7.8|. Reported procedure: 2-Amino-6-methylamino-9H-purine (0.43 g, 2.6 mmoles) and 2',3'-dideoxy-3'-fluorouridine (0.50 g, 2.2 mmoles) were suspended in 40 ml 10 mM potassium phosphate buffer, pH 7.0, containing 0.04% potassium azide. Purine nucleoside phosphorylase (1120 I.U.) and thymidine phosphorylase (10,000 I.U.) (Krenitsky, et al., Biochemistry, 20, 3615, 1981 and U.S. Pat. No. 4,381,344) immobilized on DEAE cellulose was added and the suspension was stirred at 45° C. After 2 days, 100 m, MeOH was added to the rea... Reactants: CC1=C(C(=O)[O-])C(=CC=C1)CO[C@H]1C[C@H](CCC1)OCC=1N=C(OC1C)C1=CC=C(C=C1)C(C)C (2-methyl-6-[(1R,3S)-3-(5-methyl-2-(4-(2-propyl)-phenyl)-oxazol-4-ylmethoxy)-cyclohexyloxymethyl]benzoate), Cl (hydrochloric acid). Solvent: C(C)(C)(C)O (tert-butanol), [OH-].[K+] (potassium hydroxide). Reaction conditions: time 2 day. Yields the product CC1=C(C(=O)O)C(=CC=C1)CO[C@H]1C[C@H](CCC1)OCC=1N=C(OC1C)C1=CC=C(C=C1)C(C)C (2-Methyl-6-[(1R,3S)-3-(5-methyl-2-(4-(2-propyl)-phenyl)-oxazol-4-ylmethoxy)-cyclohexyloxymethyl]-benzoic acid). Reaction SMILES: [CH3:1][C:2]1[CH:10]=[CH:9][CH:8]=[C:7]([CH2:11][O:12][C@@H:13]2[CH2:18][CH2:17][CH2:16][C@H:15]([O:19][CH2:20][C:21]3[N:22]=[C:23]([C:27]4[CH:32]=[CH:31][C:30]([CH:33]([CH3:35])[CH3:34])=[CH:29][CH:28]=4)[O:24][C:25]=3[CH3:26])[CH2:14]2)[C:3]=1[C:4]([O-:6])=[O:5].Cl>C(O)(C)(C)C.[OH-].[K+]>[CH3:1][C:2]1[CH:10]=[CH:9][CH:8]=[C:7]([CH2:11][O:12][C@@H:13]2[CH2:18][CH2:17][CH2:16][C@H:15]([O:19][CH2:20][C:21]3[N:22]=[C:23]([C:27]4[CH:28]=[CH:29][C:30]([CH:33]([CH3:35])[CH3:34])=[CH:31][CH:32]=4)[O:24][C:25]=3[CH3:26])[CH2:14]2)[C:3]=1[C:4]([OH:6])=[O:5] |f:3.4|. Procedure details: 90 mg of Methyl [2-methyl-6-[(1R,3S)-3-(5-methyl-2-(4-(2-propyl)-phenyl)-oxazol-4-ylmethoxy)-cyclohexyloxymethyl]benzoate are stirred at 90° C. in a mixture of 10 ml of tert-butanol and 1 ml of 10 N potassium hydroxide solution. The reaction is monitored by TLC. After two days, the mixture is acidified with hydrochloric acid and extracted with ethyl acetate. The combined organic phases are dried over magnesium sulfate, the solvents are removed under reduced pressure and the residue is purified b...